From a dataset of the Open Reaction Database (ORD), a public repository of structured organic reaction records. describe an organic reaction: reactants, conditions, products, and yield Starting materials: ClCCl, COC(=O)c1cc(N)ccc1OC, CS(=O)(=O)Cl, Cl, c1ccncc1. The product is COC(=O)c1cc(NS(C)(=O)=O)ccc1OC. As a reaction SMILES: [CH2:26]([Cl:27])[Cl:28].[CH3:1][O:2][c:3]1[c:4]([C:5](=[O:6])[O:7][CH3:8])[cH:9][c:10]([NH2:13])[cH:11][cH:12]1.[CH3:20][S:21]([Cl:22])(=[O:23])=[O:24].[ClH:25].[cH:14]1[cH:15][cH:16][n:17][cH:18][cH:19]1>>[CH3:1][O:2][c:3]1[c:4]([C:5](=[O:6])[O:7][CH3:8])[cH:9][c:10]([NH:13][S:21]([CH3:20])(=[O:23])=[O:24])[cH:11][cH:12]1. The reactants are FC=1C=C(C=CC1)NC(C(C(=O)OCC)C)=O (ethyl 3-(3-fluorophenylamino)-2-methyl-3-oxopropanoate). Run in C1CCOC1 (THF). The product is FC=1C=C(C=CC1)NC(C(C(=O)O)C)=O (3-(3-fluorophenylamino)-2-methyl-3-oxopropanoic acid). Reaction SMILES: [F:1][C:2]1[CH:3]=[C:4]([NH:8][C:9](=[O:17])[CH:10]([CH3:16])[C:11]([O:13]CC)=[O:12])[CH:5]=[CH:6][CH:7]=1>C1COCC1>[F:1][C:2]1[CH:3]=[C:4]([NH:8][C:9](=[O:17])[CH:10]([CH3:16])[C:11]([OH:13])=[O:12])[CH:5]=[CH:6][CH:7]=1. Procedure details: Prepared according to Procedure B using ethyl 3-(3-fluorophenylamino)-2-methyl-3-oxopropanoate (21.0 g, 87.8 mmol) in THF (80 mL) to give 3-(3-fluorophenylamino)-2-methyl-3-oxopropanoic acid as a white solid. Mass Spectrum (ESI) m/e=212.1 (M+1). Reactants: OC1=CC(=C(C=O)C(=C1)C)OC (4-hydroxy-2-methoxy-6-methyl-benzaldehyde), N1=CC=CC=C1 (Pyridine), 4A, C(Cl)Cl (DCM), C1(=CC=CC=C1)B(O)O (phenylboronic acid). The reagents and catalysts are C(C)(=O)[O-].[Cu+2].C(C)(=O)[O-] (copper (II) acetate). Run in CC#N (CH3CN). Conditions: time 8 hour. Product: COC1=C(C=O)C(=CC(=C1)OC1=CC=CC=C1)C (2-methoxy-6-methyl-4-phenoxy-benzaldehyde). Isolated yield 63.1%. As a reaction SMILES: [OH:1][C:2]1[CH:9]=[C:8]([CH3:10])[C:5]([CH:6]=[O:7])=[C:4]([O:11][CH3:12])[CH:3]=1.C(Cl)Cl.[C:16]1(B(O)O)[CH:21]=[CH:20][CH:19]=[CH:18][CH:17]=1.N1C=CC=CC=1>CC#N.C([O-])(=O)C.[Cu+2].C([O-])(=O)C>[CH3:12][O:11][C:4]1[CH:3]=[C:2]([O:1][C:16]2[CH:21]=[CH:20][CH:19]=[CH:18][CH:17]=2)[CH:9]=[C:8]([CH3:10])[C:5]=1[CH:6]=[O:7] |f:5.6.7|. Procedure details: A suspension of 4-hydroxy-2-methoxy-6-methyl-benzaldehyde (1.00 g, 6.02 mmol), powdered 4A molecular sieves (4 g) in CH3CN (40 mL) and DCM (40 mL) was treated with phenylboronic acid (1.47 g, 12.06 mmol), followed by copper (II) acetate (1.09 g, 6.00 mmol). Pyridine (2.40 mL, 29.70 mmol) was added to the green suspension and the resulting mixture was stirred at rt overnight in an open flask. The mixture was filtered through a pad of Celite and the filtrate was concentrated to a green oil. The re... Reaction SMILES: [CH3:1][C:2]([C:6]1[CH:11]=[CH:10][C:9]([S:12]([N:15]2[CH2:20][CH2:19][C:18](=O)[CH2:17][CH2:16]2)(=[O:14])=[O:13])=[CH:8][CH:7]=1)([CH3:5])[CH2:3][CH3:4].[NH2:22][CH2:23][CH:24]([OH:40])[CH2:25][O:26][C:27]1[C:39]2[C:38]3[C:33](=[CH:34][CH:35]=[CH:36][CH:37]=3)[NH:32][C:31]=2[CH:30]=[CH:29][CH:28]=1>>[CH:30]1[C:31]2[NH:32][C:33]3[C:38](=[CH:37][CH:36]=[CH:35][CH:34]=3)[C:39]=2[C:27]([O:26][CH2:25][C@@H:24]([OH:40])[CH2:23][NH:22][CH:18]2[CH2:19][CH2:20][N:15]([S:12]([C:9]3[CH:8]=[CH:7][C:6]([C:2]([CH3:1])([CH3:5])[CH2:3][CH3:4])=[CH:11][CH:10]=3)(=[O:14])=[O:13])[CH2:16][CH2:17]2)=[CH:28][CH:29]=1. Procedure details: The title compound was prepared from 4-(1,1-dimethyl-propyl)-benzenesulfonyl-piperidin-4-one and 1-amino-3-(9H-carbazol-4-yloxy)-propan-2-ol according to the reductive amination procedure of Intermediate 21 as an off-white solid; 1H′NMR (DMSO) δ 0.55-0.63 )m, 3H), 1.27 (d, J=6.9 Hz, 6H), 1.40-1.46 (m, 2H), 1.58-1.65 (m, 2H), 1.81(m, 2H), 2.38-2.45 (m, 2H), 2.63-2.82 (m, 2H), 3.07-3.13 (m, 2H), 3.51-3.54 (m, 1H), 3.90 (m, 1H), 4.08-4.13 (m, 2H), 4.66 (d, J=3.78 Hz, 1H), 5.07 (bs, 1H), 6.64 (d, J=... The product is C1=CC=C(C=2C3=CC=CC=C3NC12)OC[C@H](CNC1CCN(CC1)S(=O)(=O)C1=CC=C(C=C1)C(CC)(C)C)O ((2S)-1-(9H-Carbazol-4-yloxy)-3-{1-[4-(1,1-dimethyl-propyl)-benzenesulfonyl]-piperidin-4-ylamino}-propan-2-ol). The reactants are CC(CC)(C)C1=CC=C(C=C1)S(=O)(=O)N1CCC(CC1)=O (4-(1,1-dimethyl-propyl)-benzenesulfonyl-piperidin-4-one), NCC(COC1=CC=CC=2NC3=CC=CC=C3C12)O (1-amino-3-(9H-carbazol-4-yloxy)-propan-2-ol), Intermediate 21. The reactants are resultant mixture, O1C(CCN2CCC(CC2)C(C2=CC=C(C=C2)F)=O)C1 (1-(3,4-epoxybutyl)-4-(4-fluorobenzoyl)piperidine), [H-].[Na+] (sodium hydride), C12C(CCCC1)C(NC2=O)=O (cyclohexane-1,2-dicarboximide). The solvent is CN(C=O)C (dimethylformamide), CN(C=O)C (dimethylformamide). Yields the product FC1=CC=C(C(=O)C2CCN(CC2)CCC(CN2C(=O)C3C(CCCC3)C2=O)O)C=C1 (N-[4-{4-(4-Fluorobenzoyl)piperidinyl}-2-hydroxybutyl]cyclohexane-1,2-dicarboximide). The yield is 10.2%. RXN SMILES: [H-].[Na+].[CH:3]12[C:11](=[O:12])[NH:10][C:9](=[O:13])[CH:4]1[CH2:5][CH2:6][CH2:7][CH2:8]2.[O:14]1[CH2:33][CH:15]1[CH2:16][CH2:17][N:18]1[CH2:23][CH2:22][CH:21]([C:24](=[O:32])[C:25]2[CH:30]=[CH:29][C:28]([F:31])=[CH:27][CH:26]=2)[CH2:20][CH2:19]1>CN(C)C=O>[F:31][C:28]1[CH:27]=[CH:26][C:25]([C:24]([CH:21]2[CH2:20][CH2:19][N:18]([CH2:17][CH2:16][CH:15]([OH:14])[CH2:33][N:10]3[C:9](=[O:13])[CH:4]4[CH2:5][CH2:6][CH2:7][CH2:8][CH:3]4[C:11]3=[O:12])[CH2:23][CH2:22]2)=[O:32])=[CH:30][CH:29]=1 |f:0.1|. Procedure details: To a mixture of 60% sodium hydride (0.26 g) and dimethylformamide (20 ml), cyclohexane-1,2-dicarboximide (1.13 g) was gradually added. A mixture of 1-(3,4-epoxybutyl)-4-(4-fluorobenzoyl)piperidine (1.7 g) and dimethylformamide (50 ml) was dropwise added thereto at room temperature, and the resultant mixture was kept at an inner temperature of 90° to 100° C. for 3 hours. Insoluble materials were removed by filtration, and the filtrate was distilled to eliminate dimethylformamide. The residue was ... The reactants are c1ccc2c(c1)CCN2, O=[N+]([O-])c1ccccc1F. Yields the product O=[N+]([O-])c1ccccc1N1CCc2ccccc21. Reaction SMILES: [CH2:1]1[CH2:2][c:3]2[cH:4][cH:5][cH:6][cH:7][c:8]2[NH:9]1.[F:10][c:11]1[c:12]([N+:17](=[O:18])[O-:19])[cH:13][cH:14][cH:15][cH:16]1>>[CH2:1]1[CH2:2][c:3]2[cH:4][cH:5][cH:6][cH:7][c:8]2[N:9]1[c:11]1[c:12]([N+:17](=[O:18])[O-:19])[cH:13][cH:14][cH:15][cH:16]1.